From a dataset of the Open Reaction Database (ORD), a public repository of structured organic reaction records. describe an organic reaction: reactants, conditions, products, and yield The reactants are CCOC(=O)C1CCC(=O)CC1, O=C(O)C(F)(F)F, O=C(CNc1noc2ccc(OC(F)(F)F)cc12)NC1CNC1. Product: CCOC(=O)C1CCC(N2CC(NC(=O)CNc3noc4ccc(OC(F)(F)F)cc34)C2)CC1. RXN SMILES: [CH2:31]([CH3:32])[O:33][C:34](=[O:35])[CH:36]1[CH2:37][CH2:38][C:39](=[O:42])[CH2:40][CH2:41]1.[F:24][C:25]([F:26])([F:27])[C:28]([OH:29])=[O:30].[NH:1]1[CH2:2][CH:3]([NH:5][C:6]([CH2:7][NH:8][c:9]2[n:10][o:11][c:12]3[c:13]2[cH:14][c:15]([O:18][C:19]([F:20])([F:21])[F:22])[cH:16][cH:17]3)=[O:23])[CH2:4]1>>[N:1]1([CH:39]2[CH2:38][CH2:37][CH:36]([C:34]([O:33][CH2:31][CH3:32])=[O:35])[CH2:41][CH2:40]2)[CH2:2][CH:3]([NH:5][C:6]([CH2:7][NH:8][c:9]2[n:10][o:11][c:12]3[c:13]2[cH:14][c:15]([O:18][C:19]([F:20])([F:21])[F:22])[cH:16][cH:17]3)=[O:23])[CH2:4]1. Starting materials: CN(C1=NC=CC=C1)CCOC1=CC=C(C=C1)/C=C/C(=O)OC (Methyl E-3-[4-[2-[N-methyl-N-(2-pyridyl)amino]ethoxy]phenyl]prop-2-enoate). Reagents/catalysts: [Pt](=O)=O (platinum (IV) oxide). The solvent is CO (methanol). The product is CN(C1=NC=CC=C1)CCOC1=CC=C(C=C1)CCC(=O)OC (Methyl 3-[4-[2-[N-methyl-N-(2-pyridyl)amino]ethoxy]phenyl]propanoate). RXN SMILES: [CH3:1][N:2]([CH2:9][CH2:10][O:11][C:12]1[CH:17]=[CH:16][C:15](/[CH:18]=[CH:19]/[C:20]([O:22][CH3:23])=[O:21])=[CH:14][CH:13]=1)[C:3]1[CH:8]=[CH:7][CH:6]=[CH:5][N:4]=1>CO.[Pt](=O)=O>[CH3:1][N:2]([CH2:9][CH2:10][O:11][C:12]1[CH:13]=[CH:14][C:15]([CH2:18][CH2:19][C:20]([O:22][CH3:23])=[O:21])=[CH:16][CH:17]=1)[C:3]1[CH:8]=[CH:7][CH:6]=[CH:5][N:4]=1. Procedure: Methyl E-3-[4-[2-[N-methyl-N-(2-pyridyl)amino]ethoxy]phenyl]prop-2-enoate (7.00 g) was suspended in methanol (220 mL) and hydrogenated over platinum (IV) oxide catalyst (0.44 g total) for a total of 28 hrs. The mixture was filtered through filter aid and the solvent evaporated. The residue was chromatographed on silica gel with 1% methanol in dichloromethane as eluent to afford the title compound as a gum which was used without further purification.